From a dataset of the Open Reaction Database (ORD), a public repository of structured organic reaction records. describe an organic reaction: reactants, conditions, products, and yield The reactants are N1([C@H](C(=O)O)CCC1)C(=O)OC(C)(C)C (Boc-Pro-OH), C(C)(C)N (isopropylamine), C=1C=CC2=C(C1)N=NN2O (HOBt), CCN=C=NCCCN(C)C.Cl (EDC hydrochloride), resultant mixture. Solvent: CN(C)C=O (DMF). Yields the product N1([C@H](C(=O)NC(C)C)CCC1)C(=O)OC(C)(C)C (Boc-Pro-NH—CH(CH3)2). RXN SMILES: [N:1]1([C:9]([O:11][C:12]([CH3:15])([CH3:14])[CH3:13])=[O:10])[CH2:8][CH2:7][CH2:6][C@H:2]1[C:3]([OH:5])=O.[CH:16]([NH2:19])([CH3:18])[CH3:17].C1C=CC2N(O)N=NC=2C=1.CCN=C=NCCCN(C)C.Cl>CN(C=O)C>[N:1]1([C:9]([O:11][C:12]([CH3:15])([CH3:14])[CH3:13])=[O:10])[CH2:8][CH2:7][CH2:6][C@H:2]1[C:3]([NH:19][CH:16]([CH3:18])[CH3:17])=[O:5] |f:3.4|. Procedure details: In a DMF solution containing 1.00 g of Boc-Pro-OH, 0.40 ml of isopropylamine, 0.71 g of HOBt and 1.06 g of EDC hydrochloride were added under ice cooling and the resultant mixture was stirred for 14 hr. The reaction mixture was treated similarly to that in Example 28 (Process 2) to give 654 mg of the title compound.